This data is from the Open Reaction Database (ORD), a public repository of structured organic reaction records. The task is: describe an organic reaction: reactants, conditions, products, and yield Reactants: C#CCBr, [H-], O=Cc1c[nH]cc1[N+](=O)[O-], [Na+], C1CCOC1. The product is C#CCn1cc(C=O)c([N+](=O)[O-])c1. RXN SMILES: [CH2:13]([C:14]#[CH:15])[Br:16].[H-:11].[N+:1](=[O:2])([O-:3])[c:4]1[cH:5][nH:6][cH:7][c:8]1[CH:9]=[O:10].[Na+:12].[O:17]1[CH2:18][CH2:19][CH2:20][CH2:21]1>>[N+:1](=[O:2])([O-:3])[c:4]1[cH:5][n:6]([CH2:15][C:14]#[CH:13])[cH:7][c:8]1[CH:9]=[O:10]. The reactants are [OH-].[Li+] (lithium hydroxide), CN(C)CC=1C=C(C(=O)OC)C=CC1OC1=CC=C(C=C1)SC (Methyl 3-[(dimethylamino)methyl]-4-[4-(methylsulfanyl)phenoxy]benzoate), Cl (hydrochloric acid). The solvent is C1CCOC1 (THF). Yields the product CN(C)CC=1C=C(C(=O)O)C=CC1OC1=CC=C(C=C1)SC (3-[(Dimethylamino)methyl]-4-[4-(methylsulfanyl)phenoxy]benzoic acid). RXN SMILES: [CH3:1][N:2]([CH2:4][C:5]1[CH:6]=[C:7]([CH:12]=[CH:13][C:14]=1[O:15][C:16]1[CH:21]=[CH:20][C:19]([S:22][CH3:23])=[CH:18][CH:17]=1)[C:8]([O:10]C)=[O:9])[CH3:3].[OH-].[Li+].Cl>C1COCC1>[CH3:3][N:2]([CH2:4][C:5]1[CH:6]=[C:7]([CH:12]=[CH:13][C:14]=1[O:15][C:16]1[CH:17]=[CH:18][C:19]([S:22][CH3:23])=[CH:20][CH:21]=1)[C:8]([OH:10])=[O:9])[CH3:1] |f:1.2|. Procedure: The ester from example 152 (5.22 g, 15.8 mmol) was dissolved in THF (60 mL), treated with aqueous lithium hydroxide (1 M, 63.1 mmol) and heated at reflux overnight. The reaction was neutralised with hydrochloric acid (2 M) and extracted with DCM. The organic extracts were dried (MgSO4) and evaporated to a white foam of the title carboxylic acid (4.80 g, 95%); δH (CD3OD, 400 MHz) 2.48 (3 H, s), 2.56 (6 H, s), 3.94 (2 H, s), 6.80 (1 H, d), 7.00 (2 H, d), 7.33 (2 H, d), 7.94 (1 H, d), 8.09 (1 H, s)... Starting materials: C(C)(C)(C)OC(CC=1C(=NN(C1C)CC1=CC=C(C=C1)NC(=O)C=1OC2=C(C1C)C=CC=C2Cl)C)=O ((1-(4-[(7-chloro-3-methyl-benzofuran-2-carbonyl)amino]benzyl)-3,5-dimethyl-1H-pyrazol-4-yl)acetic acid tert-butyl ester), FC(C(=O)O)(F)F (trifluoroacetic acid). Solvent: ClCCl (dichloromethane). Conditions: time 3 day. Product: ClC1=CC=CC=2C(=C(OC21)C(=O)NC2=CC=C(CN1N=C(C(=C1C)CC(=O)O)C)C=C2)C ((1-(4-[(7-Chloro-3-methylbenzofuran-2-carbonyl)amino]benzyl)-3,5-dimethyl-1H-pyrazol-4-yl)acetic acid). Isolated yield 45.8%. Reaction SMILES: C([O:5][C:6](=[O:36])[CH2:7][C:8]1[C:9]([CH3:35])=[N:10][N:11]([CH2:14][C:15]2[CH:20]=[CH:19][C:18]([NH:21][C:22]([C:24]3[O:25][C:26]4[C:33]([Cl:34])=[CH:32][CH:31]=[CH:30][C:27]=4[C:28]=3[CH3:29])=[O:23])=[CH:17][CH:16]=2)[C:12]=1[CH3:13])(C)(C)C.FC(F)(F)C(O)=O>ClCCl>[Cl:34][C:33]1[C:26]2[O:25][C:24]([C:22]([NH:21][C:18]3[CH:19]=[CH:20][C:15]([CH2:14][N:11]4[C:12]([CH3:13])=[C:8]([CH2:7][C:6]([OH:36])=[O:5])[C:9]([CH3:35])=[N:10]4)=[CH:16][CH:17]=3)=[O:23])=[C:28]([CH3:29])[C:27]=2[CH:30]=[CH:31][CH:32]=1. Procedure: To a solution of 7-chloro-3-methylbenzofuran-2-carboxylic acid (185 mg, 0.88 mmol) in 6 mL dichloromethane is added oxalyl chloride (0.123 mL, 1.14 mmol) and a drop of dimethylformamide. After stirring at room temperature for 1 hour the solvent is removed by evaporation in vacuo. The residue is dissolved in dichloromethane (5 mL) and dropped to a solution of [1-(4-aminobenzyl)-3,5-dimethyl-1H-pyrazol-4-yl]acetic acid tert-butyl ester (428 mg, 1 mmol) in form of the toluene sulfonate salt and dii... Reactants: FC(C(=O)O)(F)F.NN=CNC=1C=C(C=C(C1)C(F)(F)F)C(=O)NCC(=O)NC(CC(=O)OCC)C1=CC(=CC(=C1)C(F)(F)F)C(F)(F)F ((±) ethyl β-[[2-[[[3-[(aminoiminomethyl)amino]-5-(trifluoromethyl)-phenyl]carbonyl]amino]acetyl]amino]-3,5-bis(trifluoromethyl)benzenepropanoate, trifluoroacetate salt), [Li+].[OH-] (LiOH), C(=O)(C(F)(F)F)O (TFA). The solvent is O (H2O), CC#N (CH3CN). Reaction conditions: time 1.5 hour. Product: FC(C(=O)O)(F)F.NN=CNC=1C=C(C=C(C1)C(F)(F)F)C(=O)NCC(=O)NC(CC(=O)O)C1=CC(=CC(=C1)C(F)(F)F)C(F)(F)F ((±) β-[[2-[[[3-[(aminoiminomethyl)amino]-5-(trifluoromethyl)phenyl]carbonyl]amino]acetyl]amino]-3,5-bis(trifluoromethyl)benzenepropanoic acid, trifluoroacetate salt). Isolated yield 90.4%. RXN SMILES: [F:1][C:2]([F:7])([F:6])[C:3]([OH:5])=[O:4].[NH2:8][N:9]=[CH:10][NH:11][C:12]1[CH:13]=[C:14]([C:22]([NH:24][CH2:25][C:26]([NH:28][CH:29]([C:36]2[CH:41]=[C:40]([C:42]([F:45])([F:44])[F:43])[CH:39]=[C:38]([C:46]([F:49])([F:48])[F:47])[CH:37]=2)[CH2:30][C:31]([O:33]CC)=[O:32])=[O:27])=[O:23])[CH:15]=[C:16]([C:18]([F:21])([F:20])[F:19])[CH:17]=1.[Li+].[OH-].C(O)(C(F)(F)F)=O>O.CC#N>[F:1][C:2]([F:7])([F:6])[C:3]([OH:5])=[O:4].[NH2:8][N:9]=[CH:10][NH:11][C:12]1[CH:13]=[C:14]([C:22]([NH:24][CH2:25][C:26]([NH:28][CH:29]([C:36]2[CH:37]=[C:38]([C:46]([F:47])([F:48])[F:49])[CH:39]=[C:40]([C:42]([F:43])([F:44])[F:45])[CH:41]=2)[CH2:30][C:31]([OH:33])=[O:32])=[O:27])=[O:23])[CH:15]=[C:16]([C:18]([F:20])([F:21])[F:19])[CH:17]=1 |f:0.1,2.3,7.8|. Procedure: To 600 mg (0.00082 mole) of the product of Example 38 in 12 ml of H2O and 12 ml of CH3CN was added 140 mg (0.0033 mole) of LiOH. The reaction was stirred at room temperature for 1.5 hours. The pH was lowered to 2.5 with TFA and the product isolated by reverse phase prep HPLC to yield (after lyophilization) 520 mg of (±) β-[[2-[[[3-[(aminoiminomethyl)amino]-5-(trifluoromethyl)phenyl]carbonyl]amino]acetyl]amino]-3,5-bis(trifluoromethyl)benzenepropanoic acid, trifluoroacetate salt as a white solid. Starting materials: Brc1ccc(-c2ccc(N(c3ccccc3)c3cccc4ccccc34)cc2)cc1, CC(C)(C)P(C(C)(C)C)C(C)(C)C, CC(C)(C)O[Na], Cc1ccccc1, Nc1ccccc1. Yields the product c1ccc(Nc2ccc(-c3ccc(N(c4ccccc4)c4cccc5ccccc45)cc3)cc2)cc1. Reaction SMILES: [Br:14][c:15]1[cH:16][cH:17][c:18](-[c:21]2[cH:22][cH:23][c:24]([N:27]([c:28]3[cH:29][cH:30][cH:31][cH:32][cH:33]3)[c:34]3[cH:35][cH:36][cH:37][c:38]4[cH:39][cH:40][cH:41][cH:42][c:43]34)[cH:25][cH:26]2)[cH:19][cH:20]1.[C:1]([P:2]([C:3]([CH3:4])([CH3:5])[CH3:6])[C:7]([CH3:8])([CH3:9])[CH3:10])([CH3:11])([CH3:12])[CH3:13].[C:51]([O:52][Na:53])([CH3:54])([CH3:55])[CH3:56].[CH3:57][c:58]1[cH:59][cH:60][cH:61][cH:62][cH:63]1.[NH2:44][c:45]1[cH:46][cH:47][cH:48][cH:49][cH:50]1>>[c:15]1([NH:44][c:45]2[cH:46][cH:47][cH:48][cH:49][cH:50]2)[cH:16][cH:17][c:18](-[c:21]2[cH:22][cH:23][c:24]([N:27]([c:28]3[cH:29][cH:30][cH:31][cH:32][cH:33]3)[c:34]3[cH:35][cH:36][cH:37][c:38]4[cH:39][cH:40][cH:41][cH:42][c:43]34)[cH:25][cH:26]2)[cH:19][cH:20]1. Starting materials: FC(OC1=CC=C(CN)C=C1)(F)F (4-(Trifluoromethoxy)benzylamine), N(=C=O)C1=C2C=CNC2=CC=C1 (4-isocyanato-1H-indole). The product is N1C=CC2=C(C=CC=C12)NC(=O)NCC1=CC=C(C=C1)OC(F)(F)F (N-1H-indol-4-yl-N′-[4-(trifluoromethoxy)benzyl]urea). The yield is 65.8%. RXN SMILES: [F:1][C:2]([F:13])([F:12])[O:3][C:4]1[CH:11]=[CH:10][C:7]([CH2:8][NH2:9])=[CH:6][CH:5]=1.[N:14]([C:17]1[CH:25]=[CH:24][CH:23]=[C:22]2[C:18]=1[CH:19]=[CH:20][NH:21]2)=[C:15]=[O:16]>>[NH:21]1[C:22]2[C:18](=[C:17]([NH:14][C:15]([NH:9][CH2:8][C:7]3[CH:10]=[CH:11][C:4]([O:3][C:2]([F:12])([F:13])[F:1])=[CH:5][CH:6]=3)=[O:16])[CH:25]=[CH:24][CH:23]=2)[CH:19]=[CH:20]1. Procedure: 4-(Trifluoromethoxy)benzylamine (0.21 g, 1.1 mmol) and the product of Example 80A (0.16 g, 1 mmol) were treated as described in Example 80B to provide the title compound (0.23 g). mp 177° C.; 1H NMR (300 MHz, DMSO-d6) δ 4.36 (d, 2H), 6.52 (m, 1H), 6.95 (m, 3H), 7.24 (t, 1H), 7.36 (d, 2H), 7.48 (d, 2H), 7.63 (dd, 1H), 8.32 (1H), 11.06 (s, 1H); MS (DCI+) m/z 349.9 (M+H)+; Anal. Calcd. For C17H14N3F3O2: C, 58.63, H, 4.34, N, 12.07. Found: C, 58.51, H, 3.98, N, 12.03. Reactants: C1(O)=CC=C(O)C=C1 (hydroquinone), C(C1=CC=CC=C1)(=O)Cl (benzoyl chloride). The solvent is CCCCOCCOCCCC (glycol dibutyl ether). Run at temperature 110 celsius. The product is C(C1=CC=CC=C1)(=O)C1=C(O)C=CC(=C1)O (mono benzoyl hydroquinone). RXN SMILES: [C:1]1([CH:8]=[CH:7][C:5]([OH:6])=[CH:4][CH:3]=1)[OH:2].[C:9](Cl)(=[O:16])[C:10]1[CH:15]=[CH:14][CH:13]=[CH:12][CH:11]=1>CCCCOCCOCCCC>[C:9]([C:3]1[CH:4]=[C:5]([OH:6])[CH:7]=[CH:8][C:1]=1[OH:2])(=[O:16])[C:10]1[CH:15]=[CH:14][CH:13]=[CH:12][CH:11]=1. Procedure details: In the solution of 220 g(2 mol) of hydroquinone in 500 ml of glycol dibutyl ether, 140.5 g(1 mol) of benzoyl chloride was drop-added for one hour while agitating the solution at 110° C. The mixture was maintained at 110° C. for two hours, and diethylene glycol dibutyl ether was distilled under vacuum. 1 liter of methylene chloride was added to the reaction mixture, and the unreacted excess hydroquinone was filtered and collected (recovered amount: 110 g, recycled without any purification process... The reactants are NC1=CC=CC=C1 (aniline), NC(=O)N (urea), C12CN(CC(CC1)O2)C2=C1C(=NC(=N2)C2=CC=C(C=C2)NC(=O)NCC)N(N=C1)C1CCN(CC1)C(=O)OCC (ethyl 4-(4-(8-oxa-3-azabicyclo[3.2.1]octan-3-yl)-6-(4-(3-ethylureido)phenyl)-1H-pyrazolo[3,4-d]pyrimidin-1-yl)piperidine-1-carboxylate), NC1=CC=C(C(=O)NN(C)C)C=C1 (4-amino-N′,N′-dimethylbenzohydrazide). Yields the product C12CN(CC(CC1)O2)C2=C1C(=NC(=N2)C2=CC=C(C=C2)NC(=O)NC2=CC=C(C=C2)C(=O)NN(C)C)N(N=C1)CC (1-(4-(4-(8-oxa-3-azabicyclo[3.2.1]octan-3-yl)-1-ethyl-1H-pyrazolo[3,4-d]pyrimidin-6-yl)phenyl)-3-(4-(2,2-dimethylhydrazinecarbonyl)phenyl)urea). RXN SMILES: NC(N)=O.[CH:5]12[O:12][CH:9]([CH2:10][CH2:11]1)[CH2:8][N:7]([C:13]1[N:18]=[C:17]([C:19]3[CH:24]=[CH:23][C:22]([NH:25][C:26]([NH:28][CH2:29][CH3:30])=[O:27])=[CH:21][CH:20]=3)[N:16]=[C:15]3[N:31]([CH:34]4CCN(C(OCC)=O)C[CH2:35]4)[N:32]=[CH:33][C:14]=13)[CH2:6]2.NC1C=[CH:56][C:49]([C:50]([NH:52][N:53]([CH3:55])[CH3:54])=[O:51])=[CH:48][CH:47]=1.NC1C=CC=CC=1>>[CH:5]12[O:12][CH:9]([CH2:10][CH2:11]1)[CH2:8][N:7]([C:13]1[N:18]=[C:17]([C:19]3[CH:24]=[CH:23][C:22]([NH:25][C:26]([NH:28][C:29]4[CH:30]=[CH:56][C:49]([C:50]([NH:52][N:53]([CH3:55])[CH3:54])=[O:51])=[CH:48][CH:47]=4)=[O:27])=[CH:21][CH:20]=3)[N:16]=[C:15]3[N:31]([CH2:34][CH3:35])[N:32]=[CH:33][C:14]=13)[CH2:6]2. Reported procedure: A urea formation procedure similar to that used for the synthesis of ethyl 4-(4-(8-oxa-3-azabicyclo[3.2.1]octan-3-yl)-6-(4-(3-ethylureido)phenyl)-1H-pyrazolo[3,4-d]pyrimidin-1-yl)piperidine-1-carboxylate is used, utilizing 4-amino-N′,N′-dimethylbenzohydrazide as the aniline component. (37%, MS=556.3 (M+H))